This data is from the Open Reaction Database (ORD), a public repository of structured organic reaction records. The task is: describe an organic reaction: reactants, conditions, products, and yield The reactants are Brc1cccc2ccccc12, CN(C)CCOc1ccc2c(c1)CCCC2=O, [Cl-], [Mg], [NH4+], C1CCOC1. The product is [Br-], [Mg+]c1cccc2ccccc12. Reaction SMILES: [Br:1][c:2]1[cH:3][cH:4][cH:5][c:6]2[cH:7][cH:8][cH:9][cH:10][c:11]12.[CH3:13][N:14]([CH3:15])[CH2:16][CH2:17][O:18][c:19]1[cH:20][c:21]2[c:22]([cH:23][cH:24]1)[C:25](=[O:26])[CH2:27][CH2:28][CH2:29]2.[Cl-:30].[Mg:12].[NH4+:31].[O:32]1[CH2:33][CH2:34][CH2:35][CH2:36]1>>[Br-:1].[c:2]1([Mg+:12])[cH:3][cH:4][cH:5][c:6]2[cH:7][cH:8][cH:9][cH:10][c:11]12. Starting materials: O=C([O-])[O-], CC(C)C(=O)Cl, COC(=O)c1ccc(Cl)cc1N, [K+], [K+], O. The product is COC(=O)c1ccc(Cl)cc1N=CC(C)C. Reaction SMILES: [C:1](=[O:2])([O-:3])[O-:4].[C:7]([CH:8]([CH3:9])[CH3:10])([Cl:11])=[O:12].[Cl:13][c:14]1[cH:15][c:16]([NH2:24])[c:17]([C:18](=[O:19])[O:20][CH3:21])[cH:22][cH:23]1.[K+:5].[K+:6].[OH2:25]>>[CH:7]([CH:8]([CH3:9])[CH3:10])=[N:24][c:16]1[cH:15][c:14]([Cl:13])[cH:23][cH:22][c:17]1[C:18](=[O:19])[O:20][CH3:21]. The reactants are OC1=CC=C(C=C1)C(C1=CC=C(C=C1)CCC(=O)OC)=C1CC(CC(C1)(C)C)(C)C (Methyl 3-{4-[(4-hydroxyphenyl)(3,3,5,5-tetramethylcyclohexylidene)methyl]phenyl}propanoate), Cl (HCl), [OH-].[Na+] (NaOH). Solvent: CCO (EtOH), C1CCOC1 (THF). Conditions: temperature 60 celsius, time 2 hour. The product is OC1=CC=C(C=C1)C(C1=CC=C(C=C1)CCC(=O)O)=C1CC(CC(C1)(C)C)(C)C (3-{4-[(4-Hydroxyphenyl)(3,3,5,5-tetramethylcyclohexylidene)methyl]phenyl}propanoic acid), solid. The yield is 92.0%. RXN SMILES: [OH:1][C:2]1[CH:7]=[CH:6][C:5]([C:8](=[C:21]2[CH2:26][C:25]([CH3:28])([CH3:27])[CH2:24][C:23]([CH3:30])([CH3:29])[CH2:22]2)[C:9]2[CH:14]=[CH:13][C:12]([CH2:15][CH2:16][C:17]([O:19]C)=[O:18])=[CH:11][CH:10]=2)=[CH:4][CH:3]=1.[OH-].[Na+].Cl>CCO.C1COCC1>[OH:1][C:2]1[CH:7]=[CH:6][C:5]([C:8](=[C:21]2[CH2:22][C:23]([CH3:30])([CH3:29])[CH2:24][C:25]([CH3:28])([CH3:27])[CH2:26]2)[C:9]2[CH:14]=[CH:13][C:12]([CH2:15][CH2:16][C:17]([OH:19])=[O:18])=[CH:11][CH:10]=2)=[CH:4][CH:3]=1 |f:1.2|. Procedure: To a solution of methyl 3-{4-[(4-hydroxyphenyl)(3,3,5,5-tetramethylcyclohexylidene)methyl]phenyl}propanoate (169) (0.20 g, 0.49 mmol) in a mixture of EtOH (6 mL) and THF (6 mL) was added an aqueous solution of 1 N NaOH (7 mL). The mixture was stirred at 60° C. for 2 h. Upon cooling, the mixture was acidified to pH=2 with an aqueous solution of 1 N HCl. The mixture was extracted with EtOAc (2×50 mL). The combined organic extract was washed with brine and dried over Na2SO4. Upon concentration and ... The reactants are BrC=1C(=NC=CC1)OC1CC(C1)NS(=O)(=O)C1=CC=C(C=C1)C (N-(3-((3-bromopyridin-2-yl)oxy)cyclobutyl)-4-methylbenzenesulfonamide), CC1(OB(OC1(C)C)C1=CCN(CC1)C(=O)OC(C)(C)C)C (tert-butyl 4-(4,4,5,5-tetramethyl-1,3,2-dioxaborolan-2-yl)-5,6-dihydropyridine-1(2H)-carboxylate), NaCO3. Reagents/catalysts: C1=CC=C(C=C1)P([C-]2C=CC=C2)C3=CC=CC=C3.C1=CC=C(C=C1)P([C-]2C=CC=C2)C3=CC=CC=C3.Cl[Pd]Cl.[Fe+2] (Pd(dppf)Cl2). Run in O1CCOCC1 (1,4-dioxane), O (H2O). Conditions: temperature 110 celsius, time 8 hour. Product: CC1=CC=C(C=C1)S(=O)(=O)NC1CC(C1)OC1=NC=CC=C1C1=CCN(CC1)C(=O)OC(C)(C)C (tert-butyl 2-(3-(4-methylphenylsulfonamido)cyclobutoxy)-5′,6′-dihydro-[3,4′-bipyridine]-1′(2′H)-carboxylate). The yield is 70.0%. As a reaction SMILES: Br[C:2]1[C:3]([O:8][CH:9]2[CH2:12][CH:11]([NH:13][S:14]([C:17]3[CH:22]=[CH:21][C:20]([CH3:23])=[CH:19][CH:18]=3)(=[O:16])=[O:15])[CH2:10]2)=[N:4][CH:5]=[CH:6][CH:7]=1.CC1(C)C(C)(C)OB([C:32]2[CH2:37][CH2:36][N:35]([C:38]([O:40][C:41]([CH3:44])([CH3:43])[CH3:42])=[O:39])[CH2:34][CH:33]=2)O1>O1CCOCC1.O.C1C=CC(P(C2C=CC=CC=2)[C-]2C=CC=C2)=CC=1.C1C=CC(P(C2C=CC=CC=2)[C-]2C=CC=C2)=CC=1.Cl[Pd]Cl.[Fe+2]>[CH3:23][C:20]1[CH:21]=[CH:22][C:17]([S:14]([NH:13][CH:11]2[CH2:12][CH:9]([O:8][C:3]3[C:2]([C:32]4[CH2:37][CH2:36][N:35]([C:38]([O:40][C:41]([CH3:44])([CH3:43])[CH3:42])=[O:39])[CH2:34][CH:33]=4)=[CH:7][CH:6]=[CH:5][N:4]=3)[CH2:10]2)(=[O:16])=[O:15])=[CH:18][CH:19]=1 |f:4.5.6.7|. Reported procedure: To a solution of N-(3-((3-bromopyridin-2-yl)oxy)cyclobutyl)-4-methylbenzenesulfonamide (397 mg, 1 mmol), tert-butyl 4-(4,4,5,5-tetramethyl-1,3,2-dioxaborolan-2-yl)-5,6-dihydropyridine-1(2H)-carboxylate (335 mg, 1.1 mmol) and NaCO3 (212 mg, 2 mmol) in 1,4-dioxane (60 mL) and H2O (6 mL) was added Pd(dppf)Cl2 (36.6 mg, 0.05 mmol). The reaction mixture was stirred at 110° C. under N2 overnight. The reaction mixture was filtered through CELITE® and washed with CH2Cl2. The organic layer was concentrat... The reactants are O (water), C1(=CC=CC=C1)C1=CC=C(C=2NC(=NC21)C=O)C2=CC=CC=C2 (4,7-diphenyl-1H-benzimidazole-2-carbaldehyde), C(=O)([O-])[O-].[K+].[K+] (K2CO3), S(=O)(=O)(OC)OC (dimethyl sulfate). Solvent: CN(C)C=O (DMF). Reaction conditions: time 30 minute. Yields the product CN1C(=NC2=C1C(=CC=C2C2=CC=CC=C2)C2=CC=CC=C2)C=O (1-Methyl-4,7-diphenyl-1H-benzimidazole-2-carbaldehyde). RXN SMILES: [C:1]1([C:7]2[C:15]3[N:14]=[C:13]([CH:16]=[O:17])[NH:12][C:11]=3[C:10]([C:18]3[CH:23]=[CH:22][CH:21]=[CH:20][CH:19]=3)=[CH:9][CH:8]=2)[CH:6]=[CH:5][CH:4]=[CH:3][CH:2]=1.[C:24]([O-])([O-])=O.[K+].[K+].S(OC)(OC)(=O)=O.O>CN(C=O)C>[CH3:24][N:12]1[C:11]2[C:10]([C:18]3[CH:19]=[CH:20][CH:21]=[CH:22][CH:23]=3)=[CH:9][CH:8]=[C:7]([C:1]3[CH:2]=[CH:3][CH:4]=[CH:5][CH:6]=3)[C:15]=2[N:14]=[C:13]1[CH:16]=[O:17] |f:1.2.3|. Procedure: A mixture of 3.3 g (11.07 mmol) 4,7-diphenyl-1H-benzimidazole-2-carbaldehyde, 8.60 g (62.0 mmol) anhydrous K2CO3 and 1.1 ml (11.07 mmol) dimethyl sulfate in 30 ml anhydrous DMF was stirred at room temperature for 30 min. The reaction mixture was then poured into 300 ml water, stirred for 10 min and extracted with dichloromethane (3×100 ml). The combined extracts were washed with water (3×50 ml) and dried over anhydrous Na2SO4. The solvent was evaporated to give an yellow oil which was triturated... Reactants: FC=1C=C(C=CC1C#N)O (3-fluoro-4-cyanophenol), [OH-].[K+] (potassium hydroxide), C(CCCCCCC)Br (octyl bromide). Solvent: C(C)O (ethanol), O (water). Product: FC1=C(C#N)C=CC(=C1)OCCCCCCCC (2-fluoro-4-octyloxybenzonitrile). The yield is 87.5%. Reaction SMILES: [F:1][C:2]1[CH:3]=[C:4]([OH:10])[CH:5]=[CH:6][C:7]=1[C:8]#[N:9].[OH-].[K+].[CH2:13](Br)[CH2:14][CH2:15][CH2:16][CH2:17][CH2:18][CH2:19][CH3:20]>C(O)C.O>[F:1][C:2]1[CH:3]=[C:4]([O:10][CH2:13][CH2:14][CH2:15][CH2:16][CH2:17][CH2:18][CH2:19][CH3:20])[CH:5]=[CH:6][C:7]=1[C:8]#[N:9] |f:1.2|. Procedure: 60 g of 3-fluoro-4-cyanophenol and 16 g of potassium hydroxide were dissolved in a solvent mixture of 600 ml of ethanol and 60 ml of water. To the resulting solution, was added dropwise 55.8 g of octyl bromide. After the completion of the addition, the obtained mixture was refluxed for six hours and then allowed to cool to room temperature. The solvent was distilled off and 300 ml of ethyl acetate was added to the residue. The organic layer was washed with water until the aqueous layer became ne...